From a dataset of the Open Reaction Database (ORD), a public repository of structured organic reaction records. describe an organic reaction: reactants, conditions, products, and yield The reactants are N(=O)[O-].[Na+] (sodium nitrite), NC1=CC=C(C2=C1OCCO2)C(=O)O (8-amino-1,4-benzodioxane-5-carboxylic acid), Cl (hydrochloric acid), cuprous chloride, Cl (hydrochloric acid). Solvent: O (water), O (water). Reaction conditions: temperature 40 celsius. Product: ClC1=CC=C(C2=C1OCCO2)C(=O)O (8-chloro-1,4-benzodioxane-5-carboxylic acid). The yield is 62.0%. RXN SMILES: N[C:2]1[C:7]2[O:8][CH2:9][CH2:10][O:11][C:6]=2[C:5]([C:12]([OH:14])=[O:13])=[CH:4][CH:3]=1.N([O-])=O.[Na+].[ClH:19]>O>[Cl:19][C:2]1[C:7]2[O:8][CH2:9][CH2:10][O:11][C:6]=2[C:5]([C:12]([OH:14])=[O:13])=[CH:4][CH:3]=1 |f:1.2|. Procedure details: 29.3 g of 8-amino-1,4-benzodioxane-5-carboxylic acid, 120 ml of water and 30 ml of hydrochloric acid were introduced into a balloon flask provided with an agitator and a thermometer. The mixture was heated to 40° C. and then cooled to 5° C. and a solution of 10.5 g of sodium nitrite in 20 ml of water was added in portions with the temperature being maintained at from 5°-10° C. The mixture was agitated and then poured into a solution of 12 g of cuprous chloride in 45 ml of hydrochloric acid (d=1.... Yield: 84.7%. The reactants are C(C)(C)(C)OC(=O)CN1C(CN(C2=CC=CC=C12)C(C1=CC=C(C=C1)NC(C1=C(C=CC=C1)C1=CC=C(C=C1)C)=O)=O)=O (1-(t-Butoxycarbonylmethyl)-4-{4-[2-(4methylphenyl)benzoylamino]benzoyl}-1,2,3,4-tetrahydroquinoxalin -2-one). Product: C(=O)(O)CN1C(CN(C2=CC=CC=C12)C(C1=CC=C(C=C1)NC(C1=C(C=CC=C1)C1=CC=C(C=C1)C)=O)=O)=O (1-carboxymethyl 4-{4-[2-(4-methylphenyl)benzoylamino]benzoyl}-1,2,3,4-tetrahydroquinoxalin-2-one). Reaction SMILES: C([O:5][C:6]([CH2:8][N:9]1[C:18]2[C:13](=[CH:14][CH:15]=[CH:16][CH:17]=2)[N:12]([C:19](=[O:42])[C:20]2[CH:25]=[CH:24][C:23]([NH:26][C:27](=[O:41])[C:28]3[CH:33]=[CH:32][CH:31]=[CH:30][C:29]=3[C:34]3[CH:39]=[CH:38][C:37]([CH3:40])=[CH:36][CH:35]=3)=[CH:22][CH:21]=2)[CH2:11][C:10]1=[O:43])=[O:7])(C)(C)C>FC(F)(F)C(O)=O>[C:6]([CH2:8][N:9]1[C:18]2[C:13](=[CH:14][CH:15]=[CH:16][CH:17]=2)[N:12]([C:19](=[O:42])[C:20]2[CH:21]=[CH:22][C:23]([NH:26][C:27](=[O:41])[C:28]3[CH:33]=[CH:32][CH:31]=[CH:30][C:29]=3[C:34]3[CH:35]=[CH:36][C:37]([CH3:40])=[CH:38][CH:39]=3)=[CH:24][CH:25]=2)[CH2:11][C:10]1=[O:43])([OH:7])=[O:5]. Reported procedure: A solution of 1-(t-Butoxycarbonylmethyl)-4-{4-[2-(4methylphenyl)benzoylamino]benzoyl}-1,2,3,4-tetrahydroquinoxalin -2-one (370 mg) in aqueous trifluoroacetic acid (15 ml) was stirred at ambient temperature for 2 hours and the solvent was evaporated in vacuo. The residue was dissolved in chloroform and the solution was washed with water and brine, and dried over magnesium sulfate. The solvent was evaporated in vacuo and the residue was purified by silica gel column (2% methanol in chloroform). Th... The solvent is FC(C(=O)O)(F)F (trifluoroacetic acid). Reactants: C1CCOC1, COc1cc(O)cc(OC)c1OC, CCOC(=O)N=NC(=O)OCC, COC1=C(OC)C(=O)C2=C(CCC(CCO)CC2)C1=O, c1ccc(P(c2ccccc2)c2ccccc2)cc1. The product is COC1=C(OC)C(=O)C2=C(CCC(CCOc3cc(OC)c(OC)c(OC)c3)CC2)C1=O. RXN SMILES: [CH2:65]1[O:66][CH2:67][CH2:68][CH2:69]1.[CH3:21][O:22][c:23]1[cH:24][c:25]([OH:26])[cH:27][c:28]([O:29][CH3:30])[c:31]1[O:32][CH3:33].[O:53]=[C:54]([O:55][CH2:56][CH3:57])[N:58]=[N:59][C:60]([O:61][CH2:62][CH3:63])=[O:64].[OH:1][CH2:2][CH2:3][CH:4]1[CH2:5][CH2:6][C:7]2=[C:8]([CH2:9][CH2:10]1)[C:11](=[O:20])[C:12]([O:18][CH3:19])=[C:13]([O:16][CH3:17])[C:14]2=[O:15].[c:34]1([P:35]([c:36]2[cH:37][cH:38][cH:39][cH:40][cH:41]2)[c:42]2[cH:43][cH:44][cH:45][cH:46][cH:47]2)[cH:48][cH:49][cH:50][cH:51][cH:52]1>>[O:1]([CH2:2][CH2:3][CH:4]1[CH2:5][CH2:6][C:7]2=[C:8]([CH2:9][CH2:10]1)[C:11](=[O:20])[C:12]([O:18][CH3:19])=[C:13]([O:16][CH3:17])[C:14]2=[O:15])[c:25]1[cH:24][c:23]([O:22][CH3:21])[c:31]([O:32][CH3:33])[c:28]([O:29][CH3:30])[cH:27]1. Procedure: To an ice-cooled solution of trifluoromethanesulfonamide (2.75 g, 18.4 mmol) in 7.4 mL of 2.5 N sodium hydroxide was added 3,4,4-trifluoro-3-butenoyl chloride (2.93 g, 18.5 mmol) with stirring in 2 min. The mixture was stirred in cold for 30 min and the white precipitate formed was filtered, washed with cold water (10 mL) and dried to give 0.82 g (16%) of the desired product as a white solid. m.p. 115°-120° C. RXN SMILES: [F:1][C:2]([F:8])([F:7])[S:3]([NH2:6])(=[O:5])=[O:4].[F:9][C:10](=[C:15]([F:17])[F:16])[CH2:11][C:12](Cl)=[O:13]>[OH-].[Na+]>[F:9][C:10](=[C:15]([F:17])[F:16])[CH2:11][C:12]([NH:6][S:3]([C:2]([F:8])([F:7])[F:1])(=[O:5])=[O:4])=[O:13] |f:2.3|. The product is FC(CC(=O)NS(=O)(=O)C(F)(F)F)=C(F)F (3,4,4-trifluoro-N-[(trifluoromethyl)sulfonyl]-3-butenamide). Run at time 2 minute. The reactants are ice, FC(S(=O)(=O)N)(F)F (trifluoromethanesulfonamide), FC(CC(=O)Cl)=C(F)F (3,4,4-trifluoro-3-butenoyl chloride). The solvent is [OH-].[Na+] (sodium hydroxide). Yield: 16.4%. Reactants: CC(=O)[O-], CS(C)=O, O=C1OC2(CCN(C(=O)C3(c4ccc(-c5ccc(F)nc5)cc4)CC3)C2)c2ccccc21, Nc1ccccc1, [NH4+], O, Oc1ccccc1. Yields the product O=C1OC2(CCN(C(=O)C3(c4ccc(-c5ccc(O)nc5)cc4)CC3)C2)c2ccccc21. RXN SMILES: [CH3:34][C:35]([O-:36])=[O:37].[CH3:38][S:39](=[O:40])[CH3:41].[F:1][c:2]1[cH:3][cH:4][c:5](-[c:8]2[cH:9][cH:10][c:11]([C:14]3([C:17](=[O:18])[N:19]4[CH2:20][C:21]5([O:22][C:23](=[O:30])[c:24]6[c:25]5[cH:26][cH:27][cH:28][cH:29]6)[CH2:31][CH2:32]4)[CH2:15][CH2:16]3)[cH:12][cH:13]2)[cH:6][n:7]1.[NH2:49][c:50]1[cH:51][cH:52][cH:53][cH:54][cH:55]1.[NH4+:33].[OH2:56].[OH:42][c:43]1[cH:44][cH:45][cH:46][cH:47][cH:48]1>>[c:2]1([OH:36])[cH:3][cH:4][c:5](-[c:8]2[cH:9][cH:10][c:11]([C:14]3([C:17](=[O:18])[N:19]4[CH2:20][C:21]5([O:22][C:23](=[O:30])[c:24]6[c:25]5[cH:26][cH:27][cH:28][cH:29]6)[CH2:31][CH2:32]4)[CH2:15][CH2:16]3)[cH:12][cH:13]2)[cH:6][n:7]1. The reactants are BrC=1C=C2C(C(NC2=CC1)=O)=O (5-bromo-1H-indole-2,3dione), N1N=NN=C1C1=CC=C(C(=O)NN)C=C1 (4-(1H-tetrazol-5-yl)benzohydrazide). Solvent: C(C)(=O)O (acetic acid). Conditions: temperature 100 celsius. Yields the product BrC=1C=C2C(C(NC2=CC1)=O)=NNC(C1=CC=C(C=C1)C1=NN=NN1)=O (N′-(5-bromo-2-oxo-1,2-dihydro-3H-indol-3-ylidene)-4-(1H-tetrazol-5-yl)benzohydrazide). The yield is 53.0%. RXN SMILES: [Br:1][C:2]1[CH:3]=[C:4]2[C:8](=[CH:9][CH:10]=1)[NH:7][C:6](=[O:11])[C:5]2=O.[NH:13]1[C:17]([C:18]2[CH:27]=[CH:26][C:21]([C:22]([NH:24][NH2:25])=[O:23])=[CH:20][CH:19]=2)=[N:16][N:15]=[N:14]1>C(O)(=O)C>[Br:1][C:2]1[CH:3]=[C:4]2[C:8](=[CH:9][CH:10]=1)[NH:7][C:6](=[O:11])[C:5]2=[N:25][NH:24][C:22](=[O:23])[C:21]1[CH:26]=[CH:27][C:18]([C:17]2[NH:16][N:15]=[N:14][N:13]=2)=[CH:19][CH:20]=1. Reported procedure: Following the general method as outlined in Example 1, into a suspension of 5-bromo-1H-indole-2,3dione in acetic acid was added 4-(1H-tetrazol-5-yl)benzohydrazide. After stirring at 100° C., the reaction mixture was cooled to rt and a yellow solid precipitated out. Filtration on a fritté, washing with AcOH, water and drying under vacuo at 60° C. overnight gave 29 mg of the title compound (53%) as a orange Solid in 89.1% purity by HPLC (Rt: 3.29, gradient of 8 min, MaxPlot detection between 230 a...